The task is: describe an organic reaction: reactants, conditions, products, and yield. This data is from the Open Reaction Database (ORD), a public repository of structured organic reaction records. The reactants are C(CC(O)(C(=O)O)CC(=O)O)(=O)O (Citric acid), C(C)C=1N(C=CN1)CC=1C=C(C=CC1)C1=C(SC(=C1)CC(C)C)S(=O)(=O)NC(C)(C)C (3-[3-(2-ethylimidazol-1-ylmethyl)phenyl]-5-iso-butyl-N-tert-butylthiophene-2-sulfonamide), B(Cl)(Cl)Cl (BCl3), N1(CCCC1)C1=NC=CC=C1 (pyrrolidinopyridine), ClC(=O)OCCCC (butyl chloroformate). Solvent: C(Cl)Cl (CH2Cl2). Reaction conditions: time 1 hour. The product is C(CCC)OC(=O)NS(=O)(=O)C=1SC(=CC1C1=CC(=CC=C1)CN1C(=NC=C1)CC)CC(C)C (N-Butyloxycarbonyl-3-[3-(2-ethylimidazol-1-ylmethyl)phenyl]-5-iso-butyl-thiophene-2-sulfonamide). Yield: 73.0%. RXN SMILES: [CH2:1]([C:3]1[N:4]([CH2:8][C:9]2[CH:10]=[C:11]([C:15]3[CH:19]=[C:18]([CH2:20][CH:21]([CH3:23])[CH3:22])[S:17][C:16]=3[S:24]([NH:27]C(C)(C)C)(=[O:26])=[O:25])[CH:12]=[CH:13][CH:14]=2)[CH:5]=[CH:6][N:7]=1)[CH3:2].B(Cl)(Cl)Cl.N1(C2C=CC=CN=2)CCCC1.Cl[C:48]([O:50][CH2:51][CH2:52][CH2:53][CH3:54])=[O:49].C(O)(=O)CC(CC(O)=O)(C(O)=O)O>C(Cl)Cl>[CH2:51]([O:50][C:48]([NH:27][S:24]([C:16]1[S:17][C:18]([CH2:20][CH:21]([CH3:22])[CH3:23])=[CH:19][C:15]=1[C:11]1[CH:12]=[CH:13][CH:14]=[C:9]([CH2:8][N:4]2[CH:5]=[CH:6][N:7]=[C:3]2[CH2:1][CH3:2])[CH:10]=1)(=[O:26])=[O:25])=[O:49])[CH2:52][CH2:53][CH3:54]. Procedure: To a solution of 3-[3-(2-ethylimidazol-1-ylmethyl)phenyl]-5-iso-butyl-N-tert-butylthiophene-2-sulfonamide (55.1 mg, 0.120 mmol; see step (a)) in CH2Cl2 (2 mL) was added BCl3 (0.6 mL, 1.0 M in hexane) and the reaction mixture was stirred for 1 h at ambient temperature. The reaction mixture was concentrated in vacuo. Water (5 mL) was added to the residue and this was then extracted with EtOAc. The combined organic phase was washed with water and brine, dried over anhydrous MgSO4, concentrated in v... RXN SMILES: [CH2:1]([O:3][C:4]([CH2:6][N:7]1[CH2:18][CH2:17][NH:16][CH2:15][CH2:14][N:13]([CH2:19][C:20]([O:22][CH2:23][CH3:24])=[O:21])[CH2:12][CH2:11][N:10]([CH2:25][C:26]([O:28][CH2:29][CH3:30])=[O:27])[CH2:9][CH2:8]1)=[O:5])[CH3:2].[CH3:31][O:32][CH2:33][CH2:34][N:35]([CH2:40][CH:41]1[CH2:43][O:42]1)[S:36]([CH3:39])(=[O:38])=[O:37]>C(O)C>[CH3:31][O:32][CH2:33][CH2:34][N:35]([S:36]([CH3:39])(=[O:37])=[O:38])[CH2:40][CH:41]([OH:42])[CH2:43][N:16]1[CH2:15][CH2:14][N:13]([CH2:19][C:20]([O:22][CH2:23][CH3:24])=[O:21])[CH2:12][CH2:11][N:10]([CH2:25][C:26]([O:28][CH2:29][CH3:30])=[O:27])[CH2:9][CH2:8][N:7]([CH2:6][C:4]([O:3][CH2:1][CH3:2])=[O:5])[CH2:18][CH2:17]1. The reactants are C(C)OC(=O)CN1CCN(CCN(CCNCC1)CC(=O)OCC)CC(=O)OCC (N,N',N"-tris-(ethoxycarbonylmethyl)-1,4,7,10-tetraazacyclododecane), COCCN(S(=O)(=O)C)CC1OC1 (N-(2-methoxyethyl)-N-[(2-oxiranyl)-methyl]-methanesulfonic acid amide). Run in C(C)O (ethanol). Procedure details: 200 ml of absolute ethanol is poured over 8.61 g (20 mmol) of N,N',N"-tris-(ethoxycarbonylmethyl)-1,4,7,10-tetraazacyclododecane (produced according to DE 36 25 417 A1) in a bomb tube. After 4.19 g (20 mmol) of N-(2-methoxyethyl)-N-[(2-oxiranyl)-methyl]-methanesulfonic acid amide is added (Example 2d), the bomb tube is closed, flushed with nitrogen, and the resulting reaction mixture is heated for 16 hours to 90° C. After the reaction (TLC control) is completed, the solvent is evaporated in a va... Product: COCCN(CC(CN1CCN(CCN(CCN(CC1)CC(=O)OCC)CC(=O)OCC)CC(=O)OCC)O)S(=O)(=O)C (1-[3-(N-2-Methoxyethyl-mesylamino)-2-hydroxypropyl]-4,7,10-tris-(ethoxycarbonylmethyl)-1,4,7,10-tetraazacyclododecane). Product: ClC1=CC=C(C=C1)C1=CC(=C(C=C1)OC)CNC1CCC(CC1)N(C(OC(C)(C)C)=O)C (tert-Butyl {4-[(4′-chloro-4-methoxy-biphenyl-3-ylmethyl)-amino]-cyclohexyl}-methyl-carbamate). Reaction SMILES: [C:1]([N:8]([CH3:28])[CH:9]1[CH2:14][CH2:13][CH:12]([NH:15][CH2:16][C:17]2[CH:18]=[C:19](B(O)O)[CH:20]=[CH:21][C:22]=2[O:23][CH3:24])[CH2:11][CH2:10]1)([O:3][C:4]([CH3:7])([CH3:6])[CH3:5])=[O:2].Br[C:30]1[CH:35]=[CH:34][C:33]([Cl:36])=[CH:32][CH:31]=1>>[Cl:36][C:33]1[CH:34]=[CH:35][C:30]([C:19]2[CH:20]=[CH:21][C:22]([O:23][CH3:24])=[C:17]([CH2:16][NH:15][CH:12]3[CH2:13][CH2:14][CH:9]([N:8]([CH3:28])[C:1](=[O:2])[O:3][C:4]([CH3:7])([CH3:6])[CH3:5])[CH2:10][CH2:11]3)[CH:18]=2)=[CH:31][CH:32]=1. Reactants: C(=O)(OC(C)(C)C)N(C1CCC(CC1)NCC=1C=C(C=CC1OC)B(O)O)C (3-{[4-(BOC-methyl-amino)-cyclohexylamino]-methyl}-4-methoxy-benzene boronic acid), BrC1=CC=C(C=C1)Cl (1-bromo-4-chlorobenzene). Procedure details: Boronic acid 4 (342 mg, 0.87 mmol) is coupled to 1-bromo-4-chlorobenzene (200 mg, 1.05 mmol) using Method B to give the title compound.